describe an organic reaction: reactants, conditions, products, and yield From a dataset of the Open Reaction Database (ORD), a public repository of structured organic reaction records. Starting materials: O=[Sb]O[Sb]=O (antimony trioxide), C(=O)(C(=O)[O-])[O-].O=[V+2] (vanadyl oxalate), [NH4+].[O-][V](=O)=O (ammonium metavanadate), O (water), C(C(=O)O)(=O)O (oxalic acid). Product: [Sb]([O-])([O-])([O-])=O.[V+5].[Sb]([O-])([O-])([O-])=O.[Sb]([O-])([O-])([O-])=O.[Sb]([O-])([O-])([O-])=O.[Sb]([O-])([O-])([O-])=O.[V+5].[V+5] (vanadium antimonate). As a reaction SMILES: O=[Sb][O:3][Sb:4]=[O:5].C([O-])(C([O-])=O)=[O:7].O=[V+2:13].C(O)(=O)C(O)=[O:16].[NH4+].[O-:21][V:22](=O)=O.[OH2:25]>>[Sb:4](=[O:5])([O-:7])([O-:3])[O-:25].[V+5:22].[Sb:4](=[O:5])([O-:16])([O-:3])[O-:25].[Sb:4](=[O:5])([O-:21])([O-:3])[O-:25].[Sb:4](=[O:5])([O-:7])([O-:3])[O-:25].[Sb:4](=[O:5])([O-:7])([O-:3])[O-:25].[V+5:13].[V+5:22] |f:1.2,4.5,7.8.9.10.11.12.13.14|. Procedure: 27.58 grams of Sb2O3 were added to a vanadyl oxalate solution prepared by adding 24 grams of oxalic acid (H2C2O4.2H2O) to a warm (~55° C.) aqueous mixture of 11.06 grams of ammonium metavanadate (NH4VO3) in 25 ml of water. The reaction mixture was dried at 110° C. and the vanadium antimonate precursor so obtained was calcined in an air flow at 550° C. for 2 hours. The reactants are O.Cl.FC(C=1C=CC=C2C(=CC=NC12)NC1=CC=C(C(=O)O)C=C1)(F)F (4-(8-trifluoromethyl-4-quinolylamino)benzoic acid hydrochloride monohydrate), CN(C=O)C (dimethyl formamide), C(C)N(CCNCC)CC (N,N,N'-triethyl ethylenediamine), C([O-])([O-])=O.[Na+].[Na+] (sodium carbonate). The reagents and catalysts are S(=O)(Cl)Cl (thionyl chloride). Solvent: CCOCC (ether), C(Cl)(Cl)Cl (chloroform), O (water). Reaction conditions: time 1 hour. The product is C(C)N(CCN(C(C1=CC=C(C=C1)NC1=CC=NC2=C(C=CC=C12)C(F)(F)F)=O)CC)CC (N-(2-diethylaminoethyl)-N-ethyl-4-(8-trifluoromethyl-4-quinolylamino)benzamide). Isolated yield 64.0%. As a reaction SMILES: O.Cl.[F:3][C:4]([F:26])([F:25])[C:5]1[CH:6]=[CH:7][CH:8]=[C:9]2[C:14]=1[N:13]=[CH:12][CH:11]=[C:10]2[NH:15][C:16]1[CH:24]=[CH:23][C:19]([C:20]([OH:22])=O)=[CH:18][CH:17]=1.CN(C)C=O.[CH2:32]([N:34]([CH2:40][CH3:41])[CH2:35][CH2:36][NH:37][CH2:38][CH3:39])[CH3:33].C(=O)([O-])[O-].[Na+].[Na+]>S(Cl)(Cl)=O.C(Cl)(Cl)Cl.O.CCOCC>[CH2:32]([N:34]([CH2:40][CH3:41])[CH2:35][CH2:36][N:37]([CH2:38][CH3:39])[C:20](=[O:22])[C:19]1[CH:18]=[CH:17][C:16]([NH:15][C:10]2[C:9]3[C:14](=[C:5]([C:4]([F:25])([F:3])[F:26])[CH:6]=[CH:7][CH:8]=3)[N:13]=[CH:12][CH:11]=2)=[CH:24][CH:23]=1)[CH3:33] |f:0.1.2,5.6.7|. Procedure details: 11.6 Grams (0.03 mole) of 4-(8-trifluoromethyl-4-quinolylamino)benzoic acid hydrochloride monohydrate were refluxed in 80 milliliters of thionyl chloride containing two drops of dimethyl formamide for 11/2 hours. The thionyl chloride was evaporated off and 50 milliliters of benzene were added and evaporated. The resulting acid chloride hydrochloride was added in portions with stirring to a cooled mixture of 4.32 grams (0.03 mole) of N,N,N'-triethyl ethylenediamine in 80 milliliters of chloroform...